From a dataset of the Open Reaction Database (ORD), a public repository of structured organic reaction records. describe an organic reaction: reactants, conditions, products, and yield Starting materials: optionally substituted pyrrole, Formula 8, [N+](=O)([O-])C=1C=C(C(=O)Cl)C=CC1 (m-nitrobenzoyl chloride), N1C=CC=C1 (pyrrole). Solvent: C1(=CC=CC=C1)C (toluene). Product: [N+](=O)([O-])C=1C=C(C(=O)C=2NC=CC2)C=CC1 (2-(3'-nitrobenzoyl)pyrrole), Formula 9. Reaction SMILES: [N+:1]([C:4]1[CH:5]=[C:6]([CH:10]=[CH:11][CH:12]=1)[C:7](Cl)=[O:8])([O-:3])=[O:2].[NH:13]1[CH:17]=[CH:16][CH:15]=[CH:14]1>C1(C)C=CC=CC=1>[N+:1]([C:4]1[CH:5]=[C:6]([CH:10]=[CH:11][CH:12]=1)[C:7]([C:14]1[NH:13][CH:17]=[CH:16][CH:15]=1)=[O:8])([O-:3])=[O:2]. Procedure: Alternatively, about 0.5 to 2 molar equivalents of m-nitrobenzoyl chloride (Formula ;b 7 where Z is chloro) (available from Aldrich) is added to pyrrole or an optionally substituted pyrrole (represented by Formula 8, prepared, e.g., as described in Reaction Schemes 1 and 2) dissolved in an inert organic solvent (preferably toluene) and heated, preferably to the reflux temperature of the solvent used, in an inert atmosphere (e.g., under nitrogen). The reaction takes place over a period of about 1... The reactants are NC1=CC(=NC2=CC(=C(C=C12)OC)OC)N1CCN(CC1)CC1=CC=CC=C1 (4-Amino-6,7-dimethoxy-2-(4-benzylpiperazin-1-yl)quinoline), C(Cl)(Cl)Cl (chloroform). Reagents/catalysts: [Pd] (Pd/C). Yield: 51.2%. Procedure: 4-Amino-6,7-dimethoxy-2-(4-benzylpiperazin-1-yl)quinoline (6.2 g) in ethanol (300 ml) with 5% Pd/C catalyst was stirred at 50° under an atmosphere of hydrogen (50 p.s.i.) for 20 hours. The mixture was cooled, chloroform (100 ml) added and the solution filtered through "Solkafloc". The solid was washed with chloroform-methanol (1:1, 4×100 ml) and the combined filtrates evaporated in vacuo. The residue was partitioned between chloroform-sodium carbonate solution (10%), the organic layer removed, t... The solvent is C(C)O (ethanol). RXN SMILES: [NH2:1][C:2]1[C:11]2[C:6](=[CH:7][C:8]([O:14][CH3:15])=[C:9]([O:12][CH3:13])[CH:10]=2)[N:5]=[C:4]([N:16]2[CH2:21][CH2:20][N:19](CC3C=CC=CC=3)[CH2:18][CH2:17]2)[CH:3]=1.C(Cl)(Cl)Cl>C(O)C.[Pd]>[NH2:1][C:2]1[C:11]2[C:6](=[CH:7][C:8]([O:14][CH3:15])=[C:9]([O:12][CH3:13])[CH:10]=2)[N:5]=[C:4]([N:16]2[CH2:17][CH2:18][NH:19][CH2:20][CH2:21]2)[CH:3]=1. Yields the product NC1=CC(=NC2=CC(=C(C=C12)OC)OC)N1CCNCC1 (4-amino-6,7-dimethoxy-2-(piperazin-1-yl)quinoline).